Dataset: the Open Reaction Database (ORD), a public repository of structured organic reaction records. Task: describe an organic reaction: reactants, conditions, products, and yield Starting materials: BrC=1C(=CC2=C(CC(O2)(C)C)C1)C1=CC=C(C=C1)C (5-bromo-2,2-dimethyl-6-(4-methylphenyl)-2,3-dihydro-1-benzofuran), COC1=CC=C(C=C1)N1CCNCC1 (1-(4-methoxyphenyl)piperazine). Product: CC1(OC2=C(C1)C=C(C(=C2)C2=CC=C(C=C2)C)N2CCN(CC2)C2=CC=C(C=C2)OC)C (1-[2,2-Dimethyl-6-(4-methylphenyl)-2,3-dihydro-1-benzofuran-5-yl]-4-(4-methoxyphenyl)piperazine). The yield is 16.3%. Reaction SMILES: Br[C:2]1[C:3]([C:13]2[CH:18]=[CH:17][C:16]([CH3:19])=[CH:15][CH:14]=2)=[CH:4][C:5]2[O:9][C:8]([CH3:11])([CH3:10])[CH2:7][C:6]=2[CH:12]=1.[CH3:20][O:21][C:22]1[CH:27]=[CH:26][C:25]([N:28]2[CH2:33][CH2:32][NH:31][CH2:30][CH2:29]2)=[CH:24][CH:23]=1>>[CH3:10][C:8]1([CH3:11])[CH2:7][C:6]2[CH:12]=[C:2]([N:31]3[CH2:30][CH2:29][N:28]([C:25]4[CH:24]=[CH:23][C:22]([O:21][CH3:20])=[CH:27][CH:26]=4)[CH2:33][CH2:32]3)[C:3]([C:13]3[CH:18]=[CH:17][C:16]([CH3:19])=[CH:15][CH:14]=3)=[CH:4][C:5]=2[O:9]1. Procedure: By using 5-bromo-2,2-dimethyl-6-(4-methylphenyl)-2,3-dihydro-1-benzofuran (250 mg, 0.788 mmol) synthesized in Reference example 9 and 1-(4-methoxyphenyl)piperazine (455 mg, 2.36 mmol), the reaction was carried out in the same manner as Example 1 to synthesize the title compound 55 mg (yield 16%). Melting point was 187 to 190° C. (ethyl acetate-hexane).